From a dataset of the Open Reaction Database (ORD), a public repository of structured organic reaction records. describe an organic reaction: reactants, conditions, products, and yield Starting materials: C(C)OC(=O)C1=C(N(C2=CC=C(C=C12)O)C1=CC=C(C=C1)N(C)C)CC(=O)OCC (1-(4-Dimethylaminophenyl)-2-ethoxycarbonylmethyl-5-hydroxyindole-3-carboxylic acid ethyl ester), FC(OC1=CC=C(C=C1)B(O)O)(F)F (4-trifluoromethoxyphenylboronic acid). The product is C(C)OC(=O)C1=C(N(C2=CC=C(C=C12)OC1=CC=C(C=C1)OC(F)(F)F)C1=CC=C(C=C1)N(C)C)CC(=O)OCC (1-(4-Dimethylaminophenyl)-2-ethoxycarbonylmethyl-5-(4-trifluoromethoxyphenoxy)indole-3-carboxylic acid ethyl ester). RXN SMILES: [CH2:1]([O:3][C:4]([C:6]1[C:14]2[C:9](=[CH:10][CH:11]=[C:12]([OH:15])[CH:13]=2)[N:8]([C:16]2[CH:21]=[CH:20][C:19]([N:22]([CH3:24])[CH3:23])=[CH:18][CH:17]=2)[C:7]=1[CH2:25][C:26]([O:28][CH2:29][CH3:30])=[O:27])=[O:5])[CH3:2].[F:31][C:32]([F:44])([F:43])[O:33][C:34]1[CH:39]=[CH:38][C:37](B(O)O)=[CH:36][CH:35]=1>>[CH2:1]([O:3][C:4]([C:6]1[C:14]2[C:9](=[CH:10][CH:11]=[C:12]([O:15][C:37]3[CH:36]=[CH:35][C:34]([O:33][C:32]([F:31])([F:43])[F:44])=[CH:39][CH:38]=3)[CH:13]=2)[N:8]([C:16]2[CH:21]=[CH:20][C:19]([N:22]([CH3:24])[CH3:23])=[CH:18][CH:17]=2)[C:7]=1[CH2:25][C:26]([O:28][CH2:29][CH3:30])=[O:27])=[O:5])[CH3:2]. Procedure details: The sub-title compound was prepared in accordance with step (c) Example 1 from 1-(4-dimethylaminophenyl)-2-ethoxycarbonylmethyl-5-hydroxyindole-3-carboxylic acid ethyl ester (150 mg, 0.37 mmol, see step (b) Example 16) and 4-trifluoromethoxyphenylboronic acid (50 mg, 0.74 mmol). Yield 120 mg (57%). Starting materials: CN(C)CC1=CC=C(O1)CSCCN (2-[(5-dimethylaminomethyl-2-furyl)methylthio]ethylamine), CSC1=NC=C(C(=N1)O)[N+](=O)[O-] (2-methylthio-5-nitro-4-hydroxypyrimidine). The solvent is C(C)O (ethanol). The product is CN(C)CC1=CC=C(O1)CSCCNC1=NC=C(C(N1)=O)[N+](=O)[O-] (2-{2-[(5-Dimethylaminomethyl-2-furyl)methylthio]ethylamino}-5-nitro-4(3H)-pyrimidone). Isolated yield 78.9%. Reaction SMILES: [CH3:1][N:2]([CH2:4][C:5]1[O:9][C:8]([CH2:10][S:11][CH2:12][CH2:13][NH2:14])=[CH:7][CH:6]=1)[CH3:3].CS[C:17]1[N:22]=[C:21]([OH:23])[C:20]([N+:24]([O-:26])=[O:25])=[CH:19][N:18]=1>C(O)C>[CH3:3][N:2]([CH2:4][C:5]1[O:9][C:8]([CH2:10][S:11][CH2:12][CH2:13][NH:14][C:17]2[NH:22][C:21](=[O:23])[C:20]([N+:24]([O-:26])=[O:25])=[CH:19][N:18]=2)=[CH:7][CH:6]=1)[CH3:1]. Procedure details: A mixture containing 2-[(5-dimethylaminomethyl-2-furyl)methylthio]ethylamine (4.72 g; 22.0 mmoles) and 2-methylthio-5-nitro-4-hydroxypyrimidine (4.0 g; 21.37 mmoles) in 20 ml of ethanol was heated at reflux temperature for 18 hours. The reaction mixture was evaporated under reduced pressure, and the residue was recrystallized from 2-methoxyethanol to give 5.96 g of the title compound, mp 201°-204° C. The reactants are Cl (HCl), solid, BrC=1C=C(C(=NC1)F)F (5-Bromo-2,3-difluoropyridine), [OH-].[Na+] (NaOH), OC1=CC=C(OC(C(=O)O)C)C=C1 (2-(4-hydroxyphenoxy)propionic acid). Solvent: O (water), CS(=O)C (DMSO), O (water). Run at time 20 minute. The product is BrC=1C=C(C(=NC1)OC1=CC=C(OC(C(=O)O)C)C=C1)F (2-(4-(5-BROMO-3-FLUORO-2-PYRIDINYLOXY)PHENOXY)PROPIONIC ACID). Reaction SMILES: [OH-].[Na+].[OH:3][C:4]1[CH:15]=[CH:14][C:7]([O:8][CH:9]([CH3:13])[C:10]([OH:12])=[O:11])=[CH:6][CH:5]=1.[Br:16][C:17]1[CH:18]=[C:19]([F:24])[C:20](F)=[N:21][CH:22]=1.Cl>CS(C)=O.O>[Br:16][C:17]1[CH:18]=[C:19]([F:24])[C:20]([O:3][C:4]2[CH:5]=[CH:6][C:7]([O:8][CH:9]([CH3:13])[C:10]([OH:12])=[O:11])=[CH:14][CH:15]=2)=[N:21][CH:22]=1 |f:0.1|. Reported procedure: A solution of NaOH (0.54 g, 0.013 mol) in a few ml of water was added to -2-(4-hydroxyphenoxy)propionic acid (1.22 g, 0.0067 mol) in 20 ml DMSO and the mixture was stirred for 20 minutes under N2. 5-Bromo-2,3-difluoropyridine (1.3 g, 0.0067 mol) was added and the mixture was stirred for 51/2 hours at 80°-90° C. The reaction mixture was poured into water, acidified with concentrated HCl to pH 1 and extracted into CH2Cl2. The solution was dried over Na2SO4 and the solvent was removed by rotary eva... Reaction SMILES: [CH2:18]1[CH2:19][CH2:20][NH:21][CH2:22]1.[CH2:1]([CH2:2][CH2:3][CH2:4][CH3:5])[C:6]([CH2:7][Br:8])=[CH:9][c:10]1[c:11]([Cl:17])[cH:12][c:13]([Cl:16])[cH:14][cH:15]1.[Cl:23][CH:24]([Cl:25])[Cl:26]>>[CH2:1]([CH2:2][CH2:3][CH2:4][CH3:5])[C:6]([CH2:7][N:21]1[CH2:20][CH2:19][CH2:18][CH2:22]1)=[CH:9][c:10]1[c:11]([Cl:17])[cH:12][c:13]([Cl:16])[cH:14][cH:15]1. Yields the product CCCCCC(=Cc1ccc(Cl)cc1Cl)CN1CCCC1. The reactants are C1CCNC1, CCCCCC(=Cc1ccc(Cl)cc1Cl)CBr, ClC(Cl)Cl.